This data is from the Open Reaction Database (ORD), a public repository of structured organic reaction records. The task is: describe an organic reaction: reactants, conditions, products, and yield Reactants: IC1=C(C(=O)Cl)C=CC=C1 (o-iodobenzoyl chloride), C(CCCCCCCCCCCCCCCCC)N (octadecylamine), Cl.C(CCCCCCCCCCCCCCCCC)N (octadecylamine hydrochloride). The solvent is CCOCC (ether), CCOCC (ether), C(C)O (ethanol). Yields the product C(CCCCCCCCCCCCCCCCC)NC(C1=C(C=CC=C1)I)=O (N-octadecyl-o-iodobenzamide). The yield is 8.0%. Reaction SMILES: [CH2:1]([NH2:19])[CH2:2][CH2:3][CH2:4][CH2:5][CH2:6][CH2:7][CH2:8][CH2:9][CH2:10][CH2:11][CH2:12][CH2:13][CH2:14][CH2:15][CH2:16][CH2:17][CH3:18].[I:20][C:21]1[CH:29]=[CH:28][CH:27]=[CH:26][C:22]=1[C:23](Cl)=[O:24].Cl.C(N)CCCCCCCCCCCCCCCCC>CCOCC.C(O)C>[CH2:1]([NH:19][C:23](=[O:24])[C:22]1[CH:26]=[CH:27][CH:28]=[CH:29][C:21]=1[I:20])[CH2:2][CH2:3][CH2:4][CH2:5][CH2:6][CH2:7][CH2:8][CH2:9][CH2:10][CH2:11][CH2:12][CH2:13][CH2:14][CH2:15][CH2:16][CH2:17][CH3:18] |f:2.3|. Procedure details: A solution of 17.9 g of octadecylamine in a mixture of 300 ml of ether and 10 ml of ethanol was reacted with a solution of 8.0 g of o-iodobenzoyl chloride in 25 ml of ether for 10 minutes. The precipitate which formed contained octadecylamine hydrochloride. This precipitate was recovered and discarded. The volume was thereafter reduced to approximately half at 65° on a water bath. The resulting precipitate was recovered in accordance with the procedure of Example 3. The crude product was recryst... The reactants are Nc1ncc(Br)cc1CBr, Br, C1CCNCC1, CC#N, CCOCC. Yields the product Nc1ncc(Br)cc1CN1CCCCC1. RXN SMILES: [Br:2][c:3]1[cH:4][c:5]([CH2:10][Br:11])[c:6]([NH2:9])[n:7][cH:8]1.[BrH:1].[CH2:12]1[CH2:13][CH2:14][NH:15][CH2:16][CH2:17]1.[CH3:18][C:19]#[N:20].[CH3:21][CH2:22][O:23][CH2:24][CH3:25]>>[Br:2][c:3]1[cH:4][c:5]([CH2:10][N:15]2[CH2:14][CH2:13][CH2:12][CH2:17][CH2:16]2)[c:6]([NH2:9])[n:7][cH:8]1. Starting materials: 13.5, N1(CCNCC1)C(=O)OCC (ethyl 1-piperazinecarboxylate), 10.6, C([O-])([O-])=O.[Na+].[Na+] (sodium carbonate), ClCC1=NC=2C(=NC=CC2)N1CCO (2-(chloromethyl)-3Himidazo[4,5-b]pyridine-3-ethanol). Solvent: C(C)O (ethanol). Reaction conditions: time 32 hour. Yields the product 17.5, OCCN1C(=NC=2C1=NC=CC2)CN2CCN(CC2)C(=O)OCC (ethyl 4-[[3-(2-hydroxyethyl)-3H-imidazo-[4,5-b]pyridin-2-yl]methyl]-1-piperazinecarboxylate). Yield: 62.7%. As a reaction SMILES: [N:1]1([C:7]([O:9][CH2:10][CH3:11])=[O:8])[CH2:6][CH2:5][NH:4][CH2:3][CH2:2]1.Cl[CH2:13][C:14]1[N:22]([CH2:23][CH2:24][OH:25])[C:17]2=[N:18][CH:19]=[CH:20][CH:21]=[C:16]2[N:15]=1.C(=O)([O-])[O-].[Na+].[Na+]>C(O)C>[OH:25][CH2:24][CH2:23][N:22]1[C:17]2=[N:18][CH:19]=[CH:20][CH:21]=[C:16]2[N:15]=[C:14]1[CH2:13][N:4]1[CH2:5][CH2:6][N:1]([C:7]([O:9][CH2:10][CH3:11])=[O:8])[CH2:2][CH2:3]1 |f:2.3.4|. Procedure: To a stirred mixture of 13.5 parts of ethyl 1-piperazinecarboxylate and 160 parts of ethanol were added 18 parts of 2-(chloromethyl)-3Himidazo[4,5-b]pyridine-3-ethanol. After the addition of 10.6 parts of sodium carbonate, the reaction mixture was stirred for 32 hours at reflux temperature. The whole was evaporated and the residue taken up in water. The product was extracted with dichloromethane. The extract was washed with water, dried, filtered and evaporated. The residue was purified by colum... Starting materials: BrC=1C=CC=C2C=CCC12 (7-bromoindene), [Cl-].[NH4+] (ammonium chloride), C(C)(C)[Mg]Br (isopropylmagnesium bromide). Reagents/catalysts: C1=CC=C(C=C1)P(CCP(C2=CC=CC=C2)C3=CC=CC=C3)C4=CC=CC=C4.Cl[Ni]Cl ([1,2-bis(diphenylphosphino)ethane]dichloronickel(II)). The solvent is O1CCCC1 (tetrahydrofuran), O1CCCC1 (tetrahydrofuran). The product is C(C)(C)C=1C=CC=C2C=CCC12 (7-isopropylindene). Yield: 88.0%. Reaction SMILES: Br[C:2]1[CH:3]=[CH:4][CH:5]=[C:6]2[C:10]=1[CH2:9][CH:8]=[CH:7]2.[CH:11]([Mg]Br)([CH3:13])[CH3:12].[Cl-].[NH4+]>O1CCCC1.C1C=CC(P(C2C=CC=CC=2)CCP(C2C=CC=CC=2)C2C=CC=CC=2)=CC=1.Cl[Ni]Cl>[CH:11]([C:2]1[CH:3]=[CH:4][CH:5]=[C:6]2[C:10]=1[CH2:9][CH:8]=[CH:7]2)([CH3:13])[CH3:12] |f:2.3,5.6|. Procedure details: Using a 300 ml three-necked flask as the reactor, under a nitrogen stream, 1.36 g (2.57 millimoles) of [1,2-bis(diphenylphosphino)ethane]dichloronickel(II) was dissolved in 20 ml of tetrahydrofuran. To this suspension there was added a solution of 10 g (51.30 millimoles) of 7-bromoindene in 100 ml of tetrahydrofuran, prepared based on the method described in J. Org. Chem. 49, 4226–4237(1984). After dropwise addition of 51 ml (102.60 millimoles) of isopropylmagnesium bromide (2N) to the mixed sol... Reaction SMILES: C(Cl)(=O)C(Cl)=O.CS(C)=O.[Cl:11][C:12]1[CH:13]=[N:14][C:15]([N:18]2[CH2:23][CH2:22][CH:21]([C@H:24]3[CH2:26][C@H:25]3[CH2:27][CH2:28][OH:29])[CH2:20][CH2:19]2)=[N:16][CH:17]=1>C(Cl)Cl.O>[Cl:11][C:12]1[CH:13]=[N:14][C:15]([N:18]2[CH2:23][CH2:22][CH:21]([C@H:24]3[CH2:26][C@H:25]3[CH2:27][CH:28]=[O:29])[CH2:20][CH2:19]2)=[N:16][CH:17]=1. The product is ClC=1C=NC(=NC1)N1CCC(CC1)[C@@H]1[C@@H](C1)CC=O ({(1S,2R)-2-[1-(5-chloropyrimidin-2-yl)piperidin-4-yl]cyclopropyl}acetaldehyde). Run in C(Cl)Cl (DCM), O (Water), C(Cl)Cl (DCM), O (water). Conditions: temperature -50 celsius, time 2 minute. Reported procedure: A flame dried flask was charged with DCM (20 ml) and oxalyl chloride (0.90 g, 0.62 mmol) under N2. The vessel was cooled to −50° C. in an acetorntrile:dry ice bath. DMSO (1.1 g, 14.2 mmol) was added drop wise after which the solution was stirred for 2 minutes. A solution of 2-{(1S,2R)-2-[1-(5-chloropyrimidin-2-yl)piperidin-4-yl]cyclopropyl}ethanol from step 6 of Example 1 (1 g, 3.55 mmol) in DCM (15 ml) was added drop wise and the mixture was stirred for 15 minutes. TEA (2.88 g, 28.4 mmol) was a... Starting materials: C(C(=O)Cl)(=O)Cl (oxalyl chloride), TEA, CS(=O)C (DMSO), ClC=1C=NC(=NC1)N1CCC(CC1)[C@@H]1[C@@H](C1)CCO (2-{(1S,2R)-2-[1-(5-chloropyrimidin-2-yl)piperidin-4-yl]cyclopropyl}ethanol). Reactants: ClC(Cl)(Cl)Cl, CCCCCCCC[N+](C)(CCCCCCCC)CCCCCCCC, CS(=O)(=O)C1NC(=O)C1NC(c1ccccc1)(c1ccccc1)c1ccccc1, [Cl-], N#C[K], O. The product is N#CC1NC(=O)C1NC(c1ccccc1)(c1ccccc1)c1ccccc1. RXN SMILES: [C:33]([Cl:34])([Cl:35])([Cl:36])[Cl:37].[CH2:39]([N+:40]([CH2:41][CH2:42][CH2:43][CH2:44][CH2:45][CH2:46][CH2:47][CH3:48])([CH2:49][CH2:50][CH2:51][CH2:52][CH2:53][CH2:54][CH2:55][CH3:56])[CH3:57])[CH2:58][CH2:59][CH2:60][CH2:61][CH2:62][CH2:63][CH3:64].[CH3:1][S:2](=[O:3])(=[O:4])[CH:5]1[CH:6]([NH:10][C:11]([c:12]2[cH:13][cH:14][cH:15][cH:16][cH:17]2)([c:18]2[cH:19][cH:20][cH:21][cH:22][cH:23]2)[c:24]2[cH:25][cH:26][cH:27][cH:28][cH:29]2)[C:7](=[O:9])[NH:8]1.[Cl-:38].[K:30][C:31]#[N:32].[OH2:65]>>[CH:5]1([C:31]#[N:32])[CH:6]([NH:10][C:11]([c:12]2[cH:13][cH:14][cH:15][cH:16][cH:17]2)([c:18]2[cH:19][cH:20][cH:21][cH:22][cH:23]2)[c:24]2[cH:25][cH:26][cH:27][cH:28][cH:29]2)[C:7](=[O:9])[NH:8]1. Yields the product CC(=O)Nc1nc(C)c(-c2csc(S(=O)(=O)N3CC4OC(CO)C(C3)O4)c2)s1. Reaction SMILES: [Br:1][c:2]1[s:3][c:4]([S:17](=[O:18])(=[O:19])[N:20]2[CH2:21][CH:22]3[CH:23]([CH2:28][OH:29])[O:24][CH:25]([CH2:26]2)[O:27]3)[cH:5][c:6]1-[c:7]1[c:8]([CH3:16])[n:9][c:10]([NH:12][C:13]([CH3:14])=[O:15])[s:11]1.[CH2:30]([Li:31])[CH2:32][CH2:33][CH3:34].[CH2:35]1[O:36][CH2:37][CH2:38][CH2:39]1>>[cH:2]1[s:3][c:4]([S:17](=[O:18])(=[O:19])[N:20]2[CH2:21][CH:22]3[CH:23]([CH2:28][OH:29])[O:24][CH:25]([CH2:26]2)[O:27]3)[cH:5][c:6]1-[c:7]1[c:8]([CH3:16])[n:9][c:10]([NH:12][C:13]([CH3:14])=[O:15])[s:11]1. Reactants: CC(=O)Nc1nc(C)c(-c2cc(S(=O)(=O)N3CC4OC(CO)C(C3)O4)sc2Br)s1, [Li]CCCC, C1CCOC1.